Task: describe an organic reaction: reactants, conditions, products, and yield. Dataset: the Open Reaction Database (ORD), a public repository of structured organic reaction records Reaction SMILES: Br[C:2]1[CH:11]=[C:10]2[C:5]([CH:6]=[CH:7][CH:8]=[N:9]2)=[CH:4][CH:3]=1.[CH3:12][N:13]([CH3:23])[C:14]1[CH:19]=[CH:18][C:17](B(O)O)=[CH:16][CH:15]=1>>[CH3:12][N:13]([CH3:23])[C:14]1[CH:19]=[CH:18][C:17]([C:2]2[CH:11]=[C:10]3[C:5]([CH:6]=[CH:7][CH:8]=[N:9]3)=[CH:4][CH:3]=2)=[CH:16][CH:15]=1. Starting materials: BrC1=CC=C2C=CC=NC2=C1 (7-bromoquinoline), CN(C1=CC=C(C=C1)B(O)O)C ((4-(dimethylamino)phenyl)boronic acid). Procedure: N,N-Dimethyl-4-(quinolin-7-yl)aniline T504 was prepared using general procedure A from 7-bromoquinoline (52 mg, 0.25 mmol) and (4-(dimethylamino)phenyl)boronic acid (41 mg, 0.25 mmol). The product T504 was obtained as a yellow solid (52 mg, 83%). 1H NMR (400 MHz, CDCl3): δ 8.89 (dd, J=4.4, 1.6 Hz, 1H), 8.28 (m, 1H), 8.12 (dq, J=8.4, 0.8 Hz, 1H), 7.81 (d, J=1.2 Hz, 2H), 7.68 (m, 2H), 7.33 (dd, J=8.4, 4.4 Hz, 1H), 6.84 (m, 2H), 3.00 (s, 3H); MS (ESI): 249 (M+H+). Product: CN(C1=CC=C(C=C1)C1=CC=C2C=CC=NC2=C1)C (N,N-Dimethyl-4-(quinolin-7-yl)aniline), solid. Yield: 83.0%. Starting materials: C(C1=CC=CC=C1)N1C=CC2=C1C(N(C(=C2OS(=O)(=O)C(F)(F)F)C(=O)OC)C)=O (methyl 1-benzyl-6-methyl-7-oxo-4-(((trifluoromethyl)sulfonyl)oxy)-6,7-dihydro-1H-pyrrolo[2,3-c]pyridine-5-carboxylate), ClC1=CC=C(C=C1)B(O)O (4-chlorophenylboronic acid), C(=O)([O-])[O-].[Na+].[Na+] (Na2CO3). Reagents/catalysts: C=1C=CC(=CC1)[P](C=2C=CC=CC2)(C=3C=CC=CC3)[Pd]([P](C=4C=CC=CC4)(C=5C=CC=CC5)C=6C=CC=CC6)([P](C=7C=CC=CC7)(C=8C=CC=CC8)C=9C=CC=CC9)[P](C=1C=CC=CC1)(C=1C=CC=CC1)C=1C=CC=CC1 (palladium tetrakis). The solvent is O1CCOCC1 (1,4-Dioxane), O (Water), O (water). Run at temperature 90 celsius, time 8 hour. The product is C(C1=CC=CC=C1)N1C=CC2=C1C(N(C(=C2C2=CC=C(C=C2)Cl)C(=O)OC)C)=O (methyl 1-benzyl-4-(4-chlorophenyl)-6-methyl-7-oxo-6,7-dihydro-1H-pyrrolo[2,3-c]pyridine-5-carboxylate). Yield: 92.9%. RXN SMILES: [CH2:1]([N:8]1[C:12]2[C:13](=[O:30])[N:14]([CH3:29])[C:15]([C:25]([O:27][CH3:28])=[O:26])=[C:16](OS(C(F)(F)F)(=O)=O)[C:11]=2[CH:10]=[CH:9]1)[C:2]1[CH:7]=[CH:6][CH:5]=[CH:4][CH:3]=1.[Cl:31][C:32]1[CH:37]=[CH:36][C:35](B(O)O)=[CH:34][CH:33]=1.C([O-])([O-])=O.[Na+].[Na+]>O1CCOCC1.O.C1C=CC([P]([Pd]([P](C2C=CC=CC=2)(C2C=CC=CC=2)C2C=CC=CC=2)([P](C2C=CC=CC=2)(C2C=CC=CC=2)C2C=CC=CC=2)[P](C2C=CC=CC=2)(C2C=CC=CC=2)C2C=CC=CC=2)(C2C=CC=CC=2)C2C=CC=CC=2)=CC=1>[CH2:1]([N:8]1[C:12]2[C:13](=[O:30])[N:14]([CH3:29])[C:15]([C:25]([O:27][CH3:28])=[O:26])=[C:16]([C:35]3[CH:36]=[CH:37][C:32]([Cl:31])=[CH:33][CH:34]=3)[C:11]=2[CH:10]=[CH:9]1)[C:2]1[CH:7]=[CH:6][CH:5]=[CH:4][CH:3]=1 |f:2.3.4,^1:57,59,78,97|. Reported procedure: A mixture of methyl 1-benzyl-6-methyl-7-oxo-4-(((trifluoromethyl)sulfonyl)oxy)-6,7-dihydro-1H-pyrrolo[2,3-c]pyridine-5-carboxylate (7.5 g, 16.9 mmol), 4-chlorophenylboronic acid (3.89 g, 23.64 mmol) and Na2CO3 (7.52 g, 70.9 mmol) in 1,4-Dioxane (100 mL) and Water (20 mL) degassed with N2 for 15 minutes. The mixture was treated with palladium tetrakis (1.024 g, 0.887 mmol) and then stirred at 90° C. under N2 atmosphere overnight. The mixture was diluted with water and then extracted with Ethyl ac... The reactants are CC(=O)O, O=[N+]([O-])O, COC(=O)c1ccc(OC)c(O)c1. Product: COC(=O)c1ccc(OC)c(O)c1[N+](=O)[O-]. As a reaction SMILES: [CH3:18][C:19](=[O:20])[OH:21].[OH:1][N+:2]([O-:3])=[O:4].[OH:5][c:6]1[cH:7][c:8]([C:9](=[O:10])[O:11][CH3:12])[cH:13][cH:14][c:15]1[O:16][CH3:17]>>[O-:1][N+:2](=[O:4])[c:7]1[c:6]([OH:5])[c:15]([O:16][CH3:17])[cH:14][cH:13][c:8]1[C:9](=[O:10])[O:11][CH3:12]. The product is OCCNC(c1ccccc1)(c1ccccc1)c1ccccc1. Starting materials: ClC(c1ccccc1)(c1ccccc1)c1ccccc1, NCCO, O, c1ccncc1. Reaction SMILES: [C:5]([c:6]1[cH:7][cH:8][cH:9][cH:10][cH:11]1)([c:12]1[cH:13][cH:14][cH:15][cH:16][cH:17]1)([c:18]1[cH:19][cH:20][cH:21][cH:22][cH:23]1)[Cl:24].[NH2:1][CH2:2][CH2:3][OH:4].[OH2:31].[cH:25]1[cH:26][cH:27][n:28][cH:29][cH:30]1>>[NH:1]([CH2:2][CH2:3][OH:4])[C:5]([c:6]1[cH:7][cH:8][cH:9][cH:10][cH:11]1)([c:12]1[cH:13][cH:14][cH:15][cH:16][cH:17]1)[c:18]1[cH:19][cH:20][cH:21][cH:22][cH:23]1. Starting materials: CC(=O)O, O=Cc1ccccc1C=O, O, O=[N+]([O-])O, c1ccc2c(c1)COC2. Product: O=C1OCc2ccccc21. As a reaction SMILES: [CH3:25][C:26](=[O:27])[OH:28].[CH:15]([c:16]1[c:17]([CH:18]=[O:19])[cH:20][cH:21][cH:22][cH:23]1)=[O:24].[OH2:14].[OH:10][N+:11](=[O:12])[O-:13].[c:1]12[c:5]([cH:6][cH:7][cH:8][cH:9]1)[CH2:4][O:3][CH2:2]2>>[CH2:15]1[c:16]2[c:17]([cH:20][cH:21][cH:22][cH:23]2)[C:18](=[O:19])[O:24]1. Reactants: C(C(=C)C)(=O)OCCO (2-hydroxyethyl methacrylate), C(C=C)(=O)N (acrylamide), C(CCC)C(C(=O)N)=C (n-butyl acrylamide). Product: COC(C(C1=CC=CC=C1)=O)C1=CC=CC=C1 (benzoin methyl ether). Reaction SMILES: [C:1]([O:6][CH2:7]CO)(=O)[C:2]([CH3:4])=[CH2:3].[C:10](N)(=O)[CH:11]=[CH2:12].[CH2:15]([C:19](=[CH2:23])[C:20](N)=[O:21])[CH2:16][CH2:17][CH3:18]>>[CH3:7][O:6][CH:1]([C:2]1[CH:3]=[CH:12][CH:11]=[CH:10][CH:4]=1)[C:20](=[O:21])[C:19]1[CH:23]=[CH:18][CH:17]=[CH:16][CH:15]=1. Procedure: 30 g. of the resulting prepolymer were thoroughly mixed with 10 g. of 2-hydroxyethyl methacrylate, 2 g. of acrylamide, 1 g. of n-butyl acrylamide and 0.8 g. of benzoin methyl ether to give a uniform photosensitive composition. The resulting photosensitive composition was photopolymerized in the same manner as in Example 1 to give a photopolymerized article. Reactants: C(C)(=O)C=1C=C(C=CC1N)CCC(=O)OC (Methyl 3-(3-acetyl-4-aminophenyl)propanoate), [Li+].[OH-] (LiOH). Run in C1CCOC1.O (THF water). The product is C(C)(=O)C=1C=C(C=CC1N)CCC(=O)[O-].[Li+] (lithium 3-(3-acetyl-4-aminophenyl)propanoate). As a reaction SMILES: [C:1]([C:4]1[CH:5]=[C:6]([CH2:11][CH2:12][C:13]([O:15]C)=[O:14])[CH:7]=[CH:8][C:9]=1[NH2:10])(=[O:3])[CH3:2].[Li+:17].[OH-]>C1COCC1.O>[C:1]([C:4]1[CH:5]=[C:6]([CH2:11][CH2:12][C:13]([O-:15])=[O:14])[CH:7]=[CH:8][C:9]=1[NH2:10])(=[O:3])[CH3:2].[Li+:17] |f:1.2,3.4,5.6|. Procedure: Methyl 3-(3-acetyl-4-aminophenyl)propanoate (221 mg) and 4 M LiOH (0.275 mL) were added to 3 mL THF/water(v/v=3/1). The solvent was removed under reduced pressure after the reaction completed, affording lithium 3-(3-acetyl-4-aminophenyl)propanoate (X3547-1). 1H NMR (400 MHz, MeOD): δ 7.62 (d, J=2.0 Hz, 1H), 7.17 (dd, J=8.4 Hz, J′=2.0 Hz, 1H), 6.67 (d, J=8.4 Hz, 1H), 2.80 (dd, J=7.6 Hz, J′=9.0 Hz, 2H), 2.55 (s, 3H), 2.41 (dd, J=7.6 Hz, J′=9.0 Hz, 2H); MS-ESI+ 207.22 (MH+). Starting materials: CCOC(=O)c1ccc(-c2cc(NC(=O)C3CCCN3C(=O)OC(C)(C)C)ccc2Cl)cc1, CCO, [Na+], [OH-]. The product is CC(C)(C)OC(=O)N1CCCC1C(=O)Nc1ccc(Cl)c(-c2ccc(C(=O)O)cc2)c1. RXN SMILES: [C:1]([CH3:2])([CH3:3])([CH3:4])[O:5][C:6](=[O:7])[N:8]1[CH:9]([C:13]([NH:14][c:15]2[cH:16][c:17](-[c:22]3[cH:23][cH:24][c:25]([C:28](=[O:29])[O:30][CH2:31][CH3:32])[cH:26][cH:27]3)[c:18]([Cl:21])[cH:19][cH:20]2)=[O:33])[CH2:10][CH2:11][CH2:12]1.[CH3:36][CH2:37][OH:38].[Na+:35].[OH-:34]>>[C:1]([CH3:2])([CH3:3])([CH3:4])[O:5][C:6](=[O:7])[N:8]1[CH:9]([C:13]([NH:14][c:15]2[cH:16][c:17](-[c:22]3[cH:23][cH:24][c:25]([C:28](=[O:29])[OH:30])[cH:26][cH:27]3)[c:18]([Cl:21])[cH:19][cH:20]2)=[O:33])[CH2:10][CH2:11][CH2:12]1.